This data is from the Open Reaction Database (ORD), a public repository of structured organic reaction records. The task is: describe an organic reaction: reactants, conditions, products, and yield The product is COc1cccc(S(=O)(=O)n2cc(CCN)c3ccncc32)c1. The reactants are COc1cccc(S(=O)(=O)n2cc(CCNC(=O)OC(C)(C)C)c3ccncc32)c1, ClCCl, O=C(O)C(F)(F)F. Reaction SMILES: [CH3:1][O:2][c:3]1[cH:4][c:5]([S:9](=[O:10])(=[O:11])[n:12]2[cH:13][c:14]([CH2:21][CH2:22][NH:23][C:24](=[O:25])[O:26][C:27]([CH3:28])([CH3:29])[CH3:30])[c:15]3[c:16]2[cH:17][n:18][cH:19][cH:20]3)[cH:6][cH:7][cH:8]1.[Cl:38][CH2:39][Cl:40].[OH:31][C:32]([C:33]([F:34])([F:35])[F:36])=[O:37]>>[CH3:1][O:2][c:3]1[cH:4][c:5]([S:9](=[O:10])(=[O:11])[n:12]2[cH:13][c:14]([CH2:21][CH2:22][NH2:23])[c:15]3[c:16]2[cH:17][n:18][cH:19][cH:20]3)[cH:6][cH:7][cH:8]1. Starting materials: [Br-], C[Mg+], CCOCC, COc1c(C)cc(F)cc1C=O. Yields the product COc1c(C)cc(F)cc1C(C)O. As a reaction SMILES: [Br-:13].[CH3:14][Mg+:15].[CH3:16][CH2:17][O:18][CH2:19][CH3:20].[F:1][c:2]1[cH:3][c:4]([CH3:12])[c:5]([O:10][CH3:11])[c:6]([CH:7]=[O:8])[cH:9]1>>[F:1][c:2]1[cH:3][c:4]([CH3:12])[c:5]([O:10][CH3:11])[c:6]([CH:7]([OH:8])[CH3:14])[cH:9]1. Starting materials: S=C1SC=C(N1)C1=C(C(=C(OCCCOC2=C(C3=C(CCC(O3)C(=O)O)C=C2)CCC)C=C1)CCC)OC (3,4-Dihydro-7-[3-[4-(2,3-dihydro-2-thioxo-4-thiazolyl)-3-methoxy-2-propylphenoxy]propoxy]-8-propyl-2H-1-benzopyran-2-carboxylic acid), [N+](=O)([O-])C (nitromethane), C1CCOC1 (THF), C(C1=CC=CC=C1)Br (benzyl bromide). Solvent: CCCCCC.C(C)(=O)OCC (hexane ethyl acetate), C(C)OCC.O (ethyl ether water). The product is COC=1C(=C(OCCCOC2=C(C3=C(CCC(O3)C(=O)O)C=C2)CCC)C=CC1C=1N=C(SC1)SCC1=CC=CC=C1)CCC (3,4-Dihydro-7-[3-[3-methoxy-4-[2-[(phenylmethyl)thio]-4-thiazolyl]-2-propylphenoxy]propoxy]-8-propyl-2H-1-benzopyran-2-carboxylic acid). Isolated yield 71.7%. Reaction SMILES: [S:1]=[C:2]1[NH:6][C:5]([C:7]2[CH:33]=[CH:32][C:10]([O:11][CH2:12][CH2:13][CH2:14][O:15][C:16]3[CH:28]=[CH:27][C:19]4[CH2:20][CH2:21][CH:22]([C:24]([OH:26])=[O:25])[O:23][C:18]=4[C:17]=3[CH2:29][CH2:30][CH3:31])=[C:9]([CH2:34][CH2:35][CH3:36])[C:8]=2[O:37][CH3:38])=[CH:4][S:3]1.[N+](C)([O-])=O.C1COCC1.[CH2:48](Br)[C:49]1[CH:54]=[CH:53][CH:52]=[CH:51][CH:50]=1>CCCCCC.C(OCC)(=O)C.C(OCC)C.O>[CH3:38][O:37][C:8]1[C:9]([CH2:34][CH2:35][CH3:36])=[C:10]([CH:32]=[CH:33][C:7]=1[C:5]1[N:6]=[C:2]([S:1][CH2:48][C:49]2[CH:54]=[CH:53][CH:52]=[CH:51][CH:50]=2)[S:3][CH:4]=1)[O:11][CH2:12][CH2:13][CH2:14][O:15][C:16]1[CH:28]=[CH:27][C:19]2[CH2:20][CH2:21][CH:22]([C:24]([OH:26])=[O:25])[O:23][C:18]=2[C:17]=1[CH2:29][CH2:30][CH3:31] |f:4.5,6.7|. Procedure: The compound of Example 26 (30 mg, 53.7 μmol) was added to 1.5 ml of nitromethane, 0.5 ml of THF, and 30 ml (0.25 mmol) benzyl bromide. The mixture was allowed to react at room temperature for 1 hour. The reaction mixture was poured into ethyl ether/water, and the ether layer was washed with brine, dried over sodium sulfate, and concentrated under vacuum. Flash chromatography of the residue on silica gel using 10:1 to 7:1 hexane/ethyl acetate (1% acetic acid) gave the product (25 mg, 38.5 μmol, ... Starting materials: C(C)OC(C1=CC=C(C=C1)N(CCC)C1=C(C=C2C(CCN(C2=C1)C(C)C)(C)C)C)=O (4-[(1-isopropyl-4,4,6-trimethyl-1,2,3,4-tetrahydro-quinolin-7-yl)-propyl-amino]-benzoic acid ethyl ester), C(C)OC(C1=CC=C(C=C1)N(CCC)C1=C(C=C2C(CCN(C2=C1)C(C)C)(C)C)C)=O (4-[(1-isopropyl-4,4,6-trimethyl-1,2,3,4-tetrahydro-quinolin-7-yl)-propyl-amino]-benzoic acid ethyl ester), [OH-].[K+] (KOH). Solvent: C(C)O (ethanol). Reaction conditions: temperature 50 celsius, time 2 day. Product: C(C)(C)N1CCC(C2=CC(=C(C=C12)N(C1=CC=C(C(=O)O)C=C1)CCC)C)(C)C (4-[(1-Isopropyl-4,4,6-trimethyl-1,2,3,4-tetrahydro-quinolin-7-yl)-propyl-amino]-benzoic acid). The yield is 98.2%. RXN SMILES: C([O:3][C:4](=[O:31])[C:5]1[CH:10]=[CH:9][C:8]([N:11]([C:15]2[CH:24]=[C:23]3[C:18]([C:19]([CH3:29])([CH3:28])[CH2:20][CH2:21][N:22]3[CH:25]([CH3:27])[CH3:26])=[CH:17][C:16]=2[CH3:30])[CH2:12][CH2:13][CH3:14])=[CH:7][CH:6]=1)C.[OH-].[K+]>C(O)C>[CH:25]([N:22]1[C:23]2[C:18](=[CH:17][C:16]([CH3:30])=[C:15]([N:11]([CH2:12][CH2:13][CH3:14])[C:8]3[CH:7]=[CH:6][C:5]([C:4]([OH:31])=[O:3])=[CH:10][CH:9]=3)[CH:24]=2)[C:19]([CH3:29])([CH3:28])[CH2:20][CH2:21]1)([CH3:26])[CH3:27] |f:1.2|. Reported procedure: A solution 4-[(1-isopropyl-4,4,6-trimethyl-1,2,3,4-tetrahydro-quinolin-7-yl)-propyl-amino]-benzoic acid ethyl ester (Compound 49, 12.0 mg, 0.0284 mmol) in ethanol (1 mL) was treated with 2N KOH (0.5 mL) and stirred at 50° C. for 2 days. The solvent was removed under reduced pressure and the residue was washed with ethyl acetate and acidified with 2N HCl. The aqueous layer was extracted with ethyl acetate and the combined organic layers were dried with MgSO4, filtered, and concentrated under redu... The reactants are ClC1=C(C=CC=C1Cl)S(=O)(=O)Cl (2,3-dichlorobenzenesulfonyl chloride), NC=1C=C(C=CC1)C1=NN=NN1 (5-(3-aminophenyl)tetrazole). Product: ClC1=C(C=CC=C1Cl)S(=O)(=O)NC1=CC(=CC=C1)C1=NN=NN1 (2,3-Dichloro-N-[3-(1H-tetrazol-5-yl)phenyl]benzenesulfonamide). Isolated yield 74.0%. Reaction SMILES: [Cl:1][C:2]1[C:7]([Cl:8])=[CH:6][CH:5]=[CH:4][C:3]=1[S:9](Cl)(=[O:11])=[O:10].[NH2:13][C:14]1[CH:15]=[C:16]([C:20]2[NH:24][N:23]=[N:22][N:21]=2)[CH:17]=[CH:18][CH:19]=1>>[Cl:1][C:2]1[C:7]([Cl:8])=[CH:6][CH:5]=[CH:4][C:3]=1[S:9]([NH:13][C:14]1[CH:19]=[CH:18][CH:17]=[C:16]([C:20]2[NH:24][N:23]=[N:22][N:21]=2)[CH:15]=1)(=[O:11])=[O:10]. Procedure details: The product was prepared according to General Procedure 6, described in Example 65, with 2,3-dichlorobenzenesulfonyl chloride (13.5 mg, 0.055 mmol) and 5-(3-aminophenyl)tetrazole (8.0 mg, 0.050 mmol). The title compound was obtained in 74% yield (13.7 mg). MS (ESI+) calcd mass for C13H9Cl2N5O2S 368.985401, found 368.984901.